This data is from the Open Reaction Database (ORD), a public repository of structured organic reaction records. The task is: describe an organic reaction: reactants, conditions, products, and yield Starting materials: C(C)OC([C@H](CC1=CC=C(C=C1)OCC(=O)O)OC)=O ((2S)-3-(4-carboxymethoxy-phenyl)-2-methoxy-propionic acid ethyl ester), C1(=CC=CC=C1)C(C)NCC(=CC=CC)C=C ((1-phenyl-ethyl)-(2-vinyl-hexa-2,4-dienyl)-amine), C(C)O[C@H](C(=O)O)CC1=CC=C(C=C1)O[C@H](C)C(NCCC1=CC=C(C=C1)OC1=CC=CC=C1)=O ((2S,1R)-2-ethoxy-3-(4-{1-[2-(4-phenoxy-phenyl)-ethylcarbamoyl]-ethoxy}-phenyl)-propionic acid). The product is C(C1=CC=CC=C1)N(C(=O)COC1=CC=C(C=C1)C[C@@H](C(=O)O)OC)C(C)C1=CC=CC=C1 ((2S)-3-(4-{[benzyl-(1-phenyl-ethyl)-carbamoyl]-methoxy}-phenyl)-2-methoxy-propionic acid). Reaction SMILES: C([O:3][C:4](=[O:20])[C@@H:5]([O:18][CH3:19])[CH2:6][C:7]1[CH:12]=[CH:11][C:10]([O:13][CH2:14][C:15]([OH:17])=O)=[CH:9][CH:8]=1)C.[C:21]1([CH:27]([NH:29][CH2:30][C:31]([CH:36]=[CH2:37])=[CH:32][CH:33]=[CH:34]C)[CH3:28])[CH:26]=[CH:25][CH:24]=[CH:23][CH:22]=1.C(O[C@@H](CC1C=CC(O[C@@H](C(=O)NCCC2C=CC(OC3C=CC=CC=3)=CC=2)C)=CC=1)C(O)=O)C>>[CH2:30]([N:29]([CH:27]([C:21]1[CH:22]=[CH:23][CH:24]=[CH:25][CH:26]=1)[CH3:28])[C:15]([CH2:14][O:13][C:10]1[CH:9]=[CH:8][C:7]([CH2:6][C@H:5]([O:18][CH3:19])[C:4]([OH:3])=[O:20])=[CH:12][CH:11]=1)=[O:17])[C:31]1[CH:32]=[CH:33][CH:34]=[CH:37][CH:36]=1. Procedure: The title compound was prepared from (2S)-3-(4-carboxymethoxy-phenyl)-2-methoxy-propionic acid ethyl ester (PREPARATION 3, step 2) and (1-phenyl-ethyl)-(2-vinyl-hexa-2,4-dienyl)-amine via the same procedure used for the preparation of (2S,1R)-2-ethoxy-3-(4-{1-[2-(4-phenoxy-phenyl)-ethylcarbamoyl]-ethoxy}-phenyl)-propionic acid (Example 1, step 3) to produce a colorless oil. MS (ES) for C27H29NO5 [M+H]+: 448. Reactants: FC(C1=CC(=NC=2N1N=CC2C(=O)O)C2=CC=C(C=C2)C(F)(F)F)(F)F (7-trifluoromethyl-5-(4-trifluoromethyl-phenyl)-pyrazolo[1,5-a]pyrimidine-3-carboxylic acid), NC=1C=C(C=CC1)S(=O)(=O)NCC1=CC=NC=C1 (3-amino-N-pyridin-4-ylmethyl-benzenesulfonamide). Product: N1=CC=C(C=C1)CNS(=O)(=O)C=1C=C(C=CC1)NC(=O)C=1C=NN2C1N=C(C=C2C(F)(F)F)C2=CC=C(C=C2)C(F)(F)F (7-Trifluoromethyl-5-(4-trifluoromethyl-phenyl)-pyrazolo[1,5-a]pyrimidine-3-carboxylic acid{3-[(pyridin-4-ylmethyl)-sulfamoyl]-phenyl}-amide). Reaction SMILES: [F:1][C:2]([F:26])([F:25])[C:3]1[N:8]2[N:9]=[CH:10][C:11]([C:12](O)=[O:13])=[C:7]2[N:6]=[C:5]([C:15]2[CH:20]=[CH:19][C:18]([C:21]([F:24])([F:23])[F:22])=[CH:17][CH:16]=2)[CH:4]=1.[NH2:27][C:28]1[CH:29]=[C:30]([S:34]([NH:37][CH2:38][C:39]2[CH:44]=[CH:43][N:42]=[CH:41][CH:40]=2)(=[O:36])=[O:35])[CH:31]=[CH:32][CH:33]=1>>[N:42]1[CH:41]=[CH:40][C:39]([CH2:38][NH:37][S:34]([C:30]2[CH:29]=[C:28]([NH:27][C:12]([C:11]3[CH:10]=[N:9][N:8]4[C:3]([C:2]([F:26])([F:25])[F:1])=[CH:4][C:5]([C:15]5[CH:20]=[CH:19][C:18]([C:21]([F:24])([F:22])[F:23])=[CH:17][CH:16]=5)=[N:6][C:7]=34)=[O:13])[CH:33]=[CH:32][CH:31]=2)(=[O:36])=[O:35])=[CH:44][CH:43]=1. Reported procedure: The title compound was prepared from 7-trifluoromethyl-5-(4-trifluoromethyl-phenyl)-pyrazolo[1,5-a]pyrimidine-3-carboxylic acid (example C.2) and 3-amino-N-pyridin-4-ylmethyl-benzenesulfonamide (example B.3) according to general procedure II. Yellow solid. MS (ISP) 619.2 [(M−H)−]; mp 251° C. Reactants: 5,6-cyclophepta[1,2-b]pyrazolo[4,3-e]pyridin-11(1H)-one, P(=O)(Cl)(Cl)Cl (phosphorus oxychloride), ClC1=C2C(=NC3=C1C=NN3CC)C(C3=C(CC2)C=CC=C3)=O (4-chloro-1-ethyl-5,6-dihydrobenzo[5,6]cyclohepta[1,2-b]pyrazolo[4,3-e]pyridin-11(1H)-one). Solvent: C(C)O (ethanol). Yields the product C(C)N1N=CC=2C(=C3C(=NC21)C(C2=C(CC3)C=CC=C2)=O)O (1-Ethyl-5,6-dihydro-4-hydroxybenzo[5,6]cyclohepta[1,2-b]-pyrazolo[4,3-e]pyridin-11(1H)-one). As a reaction SMILES: P(Cl)(Cl)(Cl)=[O:2].Cl[C:7]1[C:12]2[CH:13]=[N:14][N:15]([CH2:16][CH3:17])[C:11]=2[N:10]=[C:9]2[C:18](=[O:27])[C:19]3[CH:26]=[CH:25][CH:24]=[CH:23][C:20]=3[CH2:21][CH2:22][C:8]=12>C(O)C>[CH2:16]([N:15]1[C:11]2[N:10]=[C:9]3[C:18](=[O:27])[C:19]4[CH:26]=[CH:25][CH:24]=[CH:23][C:20]=4[CH2:21][CH2:22][C:8]3=[C:7]([OH:2])[C:12]=2[CH:13]=[N:14]1)[CH3:17]. Reported procedure: 41 g. of 1-ethyl-5,6-dihydro-4-hydroxybenzo[5,6-cyclophepta[1,2-b]pyrazolo[4,3-e]pyridin-11(1H)-one (0.14 mol.) and 350 ml. of phosphorus oxychloride are refluxed for 4.5 hours. After cooling, the solution is filtered, the excess phosphorus oxychloride is removed in vacuo and the residue treated with water and extracted with chloroform. The chloroform extract is washed with water, dried with Na2SO4, treated with charcoal and then evaporated in vacuo to give 38 g. (87%) of 4-chloro-1-ethyl-5,6-di... Starting materials: OCCN1C(C=2C(C1=O)=CC=CC2)=O (N-(2-hydroxyethyl)phthalimide), P(Br)(Br)Br (phosphorus tribromide), ice water. The product is BrCCN1C(C=2C(C1=O)=CC=CC2)=O (N-(2-bromoethyl)phthalimide). Reaction SMILES: O[CH2:2][CH2:3][N:4]1[C:8](=[O:9])[C:7]2=[CH:10][CH:11]=[CH:12][CH:13]=[C:6]2[C:5]1=[O:14].P(Br)(Br)[Br:16]>>[Br:16][CH2:2][CH2:3][N:4]1[C:8](=[O:9])[C:7]2=[CH:10][CH:11]=[CH:12][CH:13]=[C:6]2[C:5]1=[O:14]. Reported procedure: A mixture of 5.35 g (0.028 mol) of N-(2-hydroxyethyl)phthalimide and 7.7 g (0.028 mol) of phosphorus tribromide is warmed until solution is obtained. The reaction mixture is then cooled and poured into ice water. The resulting solid is collected by filtration and washed with water to give N-(2-bromoethyl)phthalimide. The reactants are CC1(C)OCc2cc(C3CN(CCc4ccc(OCCO)cc4)C(=O)O3)ccc2O1, CS(=O)(=O)Cl, CCN(C(C)C)C(C)C, ClCCl, [Na+], O=C([O-])O. The product is CC1(C)OCc2cc(C3CN(CCc4ccc(OCCOS(C)(=O)=O)cc4)C(=O)O3)ccc2O1. As a reaction SMILES: [CH3:1][C:2]1([CH3:30])[O:3][CH2:4][c:5]2[c:6]([cH:8][cH:9][c:10]([CH:12]3[CH2:13][N:14]([CH2:18][CH2:19][c:20]4[cH:21][cH:22][c:23]([O:26][CH2:27][CH2:28][OH:29])[cH:24][cH:25]4)[C:15](=[O:17])[O:16]3)[cH:11]2)[O:7]1.[CH3:40][S:41]([Cl:42])(=[O:43])=[O:44].[CH:31]([N:32]([CH:33]([CH3:34])[CH3:35])[CH2:36][CH3:37])([CH3:38])[CH3:39].[Cl:50][CH2:51][Cl:52].[Na+:49].[O-:45][C:46]([OH:47])=[O:48]>>[CH3:1][C:2]1([CH3:30])[O:3][CH2:4][c:5]2[c:6]([cH:8][cH:9][c:10]([CH:12]3[CH2:13][N:14]([CH2:18][CH2:19][c:20]4[cH:21][cH:22][c:23]([O:26][CH2:27][CH2:28][O:29][S:41]([CH3:40])(=[O:43])=[O:44])[cH:24][cH:25]4)[C:15](=[O:17])[O:16]3)[cH:11]2)[O:7]1. Starting materials: C1(=CC=CC=C1)O (Phenol), P(=S)(Cl)(Cl)Cl (thiophosphoryl chloride). Yields the product C1(=CC=CC=C1)P(=S)(Cl)Cl (phenyl thiophosphoryl dichloride). RXN SMILES: [C:1]1(O)[CH:6]=[CH:5][CH:4]=[CH:3][CH:2]=1.[P:8](Cl)([Cl:11])([Cl:10])=[S:9]>>[C:1]1([P:8]([Cl:11])([Cl:10])=[S:9])[CH:6]=[CH:5][CH:4]=[CH:3][CH:2]=1. Procedure details: Phenol is treated with an excess of thiophosphoryl chloride (at reflux) to yield phenyl thiophosphoryl dichloride ##STR16## and this product was condensed with p-nitroaniline and hydrogenated as set out in Example 1. The corresponding polymer is obtained by polycondensation with isophthaloyl chloride as in Example 2. The inherent viscosity was 0.9 dl/g. Reactants: solution, [O-]S(=O)(=O)C(F)(F)F.C(CCC)[B+]CCCC (dibutylboron triflate), N1=CC(=CC=C1)C=O (3-Pyridinecarboxaldehyde), C(C)(C)N(CC)C(C)C (diisopropylethylamine). Solvent: ClCCl (dichloromethane), ClCCl (dichloromethane). Run at temperature 5 celsius, time 30 minute. The product is C(C=C)C(C(O)C=1C=NC=CC1)CO (2-allyl-1-(3-pyridyl)-1,3-propanediol). RXN SMILES: [O-:1]S(C(F)(F)F)(=O)=O.C([B+]CC[CH2:16][CH3:17])CCC.C(N([CH:24]([CH3:26])[CH3:25])CC)(C)C.[N:27]1[CH:32]=[CH:31][CH:30]=[C:29]([CH:33]=[O:34])[CH:28]=1>ClCCl>[CH2:26]([CH:24]([CH2:25][OH:1])[CH:33]([C:29]1[CH:28]=[N:27][CH:32]=[CH:31][CH:30]=1)[OH:34])[CH:16]=[CH2:17] |f:0.1|. Reported procedure: A 1M solution of dibutylboron triflate in dichloromethane (32.7 ml) was added to a solution of A (6.28 g) in dry dichloromethane (110 ml), cooled to 5° C. under argon, followed by diisopropylethylamine (6.25 ml). The reaction mixture was stirred at 5° C. for 30 minutes and then cooled to -78° C. 3-Pyridinecarboxaldehyde (3.1 ml) was added dropwise. The mixture was stirred for 30 minutes at -78° C., and then allowed to warm to -50° C. over 30 minutes. The cooling bath was removed and the reaction... Reactants: CCCCC(CC)C(=O)c1ccccc1, CC(=O)O, [H][H]. The product is CCCCC(CC)Cc1ccccc1. RXN SMILES: [CH2:1]([CH3:2])[CH:3]([C:4](=[O:5])[c:6]1[cH:7][cH:8][cH:9][cH:10][cH:11]1)[CH2:12][CH2:13][CH2:14][CH3:15].[CH3:18][C:19](=[O:20])[OH:21].[H:16][H:17]>>[CH2:1]([CH3:2])[CH:3]([CH2:4][c:6]1[cH:7][cH:8][cH:9][cH:10][cH:11]1)[CH2:12][CH2:13][CH2:14][CH3:15]. Reported procedure: 4.3 parts of 3,4-dichloro-α-(2-imidazolin-2-ylaminomethyl)benzyl alcohol are added portionwise to 16.2 parts of sulfuric acid solution 80% while stirring and cooling. Upon completion, the mixture is stirred for 2 hr. 30 min. at room temperature. The reaction mixture is poured onto ice-water, alkalized with concentrated sodium hydroxide solution and the product in base form is extracted with methylene chloride. The organic layer is dried, filtered and evaporated. The residue is converted into the... Starting materials: ClC=1C=C(C(CNC=2NCCN2)O)C=CC1Cl (3,4-dichloro-α-(2-imidazolin-2-ylaminomethyl)benzyl alcohol), S(O)(O)(=O)=O (sulfuric acid), [OH-].[Na+] (sodium hydroxide). RXN SMILES: [Cl:1][C:2]1[CH:3]=[C:4]([CH:14]=[CH:15][C:16]=1[Cl:17])[CH:5](O)[CH2:6][NH:7][C:8]1[NH:9][CH2:10][CH2:11][N:12]=1.S(=O)(=O)(O)O.[OH-].[Na+]>>[ClH:1].[Cl:1][C:2]1[CH:3]=[C:4]([CH:5]2[N:12]3[CH2:11][CH2:10][NH:9][C:8]3=[N:7][CH2:6]2)[CH:14]=[CH:15][C:16]=1[Cl:17] |f:2.3,4.5|. Yields the product Cl.ClC=1C=C(C=CC1Cl)C1CN=C2N1CCN2 (5-(3,4-dichlorophenyl)-2,3,5,6-tetrahydro-1H-imidazo[1,2-a]imidazole hydrochloride).